From a dataset of the Open Reaction Database (ORD), a public repository of structured organic reaction records. describe an organic reaction: reactants, conditions, products, and yield Starting materials: ClC1=CC2=C(N=N1)CCN(C2)C(C2=CC(=C(C(=C2)OC)OC)OC)=O (3-chloro-5,6,7,8-tetrahydro-6-(3,4,5-trimethoxybenzoyl)pyrido[4,3-c]pyridazine), O.NN (hydrazine hydrate). Solvent: O1CCOCC1 (dioxane). Yields the product N(N)C1=CC2=C(N=N1)CCN(C2)C(C2=CC(=C(C(=C2)OC)OC)OC)=O (3-Hydrazino-5,6,7,8-tetrahydro-6-(3,4,5-trimethoxybenzoyl)pyrido[4,3-c]pyridazine). As a reaction SMILES: Cl[C:2]1[N:7]=[N:6][C:5]2[CH2:8][CH2:9][N:10]([C:12](=[O:25])[C:13]3[CH:18]=[C:17]([O:19][CH3:20])[C:16]([O:21][CH3:22])=[C:15]([O:23][CH3:24])[CH:14]=3)[CH2:11][C:4]=2[CH:3]=1.O.[NH2:27][NH2:28]>O1CCOCC1>[NH:27]([C:2]1[N:7]=[N:6][C:5]2[CH2:8][CH2:9][N:10]([C:12](=[O:25])[C:13]3[CH:18]=[C:17]([O:19][CH3:20])[C:16]([O:21][CH3:22])=[C:15]([O:23][CH3:24])[CH:14]=3)[CH2:11][C:4]=2[CH:3]=1)[NH2:28] |f:1.2|. Reported procedure: 12.8 g of 3-chloro-5,6,7,8-tetrahydro-6-(3,4,5-trimethoxybenzoyl)pyrido[4,3-c]pyridazine and 40 cc of hydrazine hydrate in 40 cc of dioxane are stirred at a bath temperature of 100° for 41/2 hours. The title compound has a M.P. of 194°- 197° (decomp., from absolute ethanol/methanol 2:1).